From a dataset of the Open Reaction Database (ORD), a public repository of structured organic reaction records. describe an organic reaction: reactants, conditions, products, and yield The reactants are Cc1ccccc1, O=C(F)C(F)F, COC(=O)C=CN1CCCCC1, c1ccncc1. Yields the product COC(=O)C(=CN1CCCCC1)C(=O)C(F)F. RXN SMILES: [CH3:25][c:26]1[cH:27][cH:28][cH:29][cH:30][cH:31]1.[F:19][CH:20]([C:21](=[O:22])[F:23])[F:24].[N:1]1([CH:7]=[CH:8][C:9](=[O:10])[O:11][CH3:12])[CH2:2][CH2:3][CH2:4][CH2:5][CH2:6]1.[cH:13]1[cH:14][cH:15][n:16][cH:17][cH:18]1>>[N:1]1([CH:7]=[C:8]([C:9](=[O:10])[O:11][CH3:12])[C:21]([CH:20]([F:19])[F:24])=[O:22])[CH2:2][CH2:3][CH2:4][CH2:5][CH2:6]1.